describe an organic reaction: reactants, conditions, products, and yield From a dataset of the Open Reaction Database (ORD), a public repository of structured organic reaction records. The reactants are C(C)OC(=O)C1=C(C2=C(N=C(N=C2)SC)N(C1=O)C1CCCC1)C (8-cyclopentyl-5-methyl-2-methylsulfanyl-7-oxo-7,8-dihydro-pyrido[2,3-d]pyrimidine-6-carboxylic acid ethyl ester), C1(=CC=CC=C1)S(=O)(=O)N1OC1C1=CC=CC=C1 (2-benzenesulfonyl-3-phenyl-oxaziridine). The solvent is C(Cl)Cl (CH2Cl2). Run at time 18 hour. The product is C(C)OC(=O)C1=C(C2=C(N=C(N=C2)S(=O)C)N(C1=O)C1CCCC1)C (8-cyclopentyl-2-methanesulfinyl-5-methyl-7-oxo-7,8-dihydro-pyrido[2,3-d]pyrimidine-6-carboxylic acid ethyl ester). The yield is 75.7%. Reaction SMILES: [CH2:1]([O:3][C:4]([C:6]1[C:17](=[O:18])[N:16]([CH:19]2[CH2:23][CH2:22][CH2:21][CH2:20]2)[C:9]2[N:10]=[C:11]([S:14][CH3:15])[N:12]=[CH:13][C:8]=2[C:7]=1[CH3:24])=[O:5])[CH3:2].C1(S(N2C(C3C=CC=CC=3)O2)(=O)=[O:32])C=CC=CC=1>C(Cl)Cl>[CH2:1]([O:3][C:4]([C:6]1[C:17](=[O:18])[N:16]([CH:19]2[CH2:23][CH2:22][CH2:21][CH2:20]2)[C:9]2[N:10]=[C:11]([S:14]([CH3:15])=[O:32])[N:12]=[CH:13][C:8]=2[C:7]=1[CH3:24])=[O:5])[CH3:2]. Procedure: 8-cyclopentyl-5-methyl-2-methylsulfanyl-7-oxo-7,8-dihydro-pyrido[2,3-d]pyrimidine-6-carboxylic acid ethyl ester (138 mg, 0.40 mmol) was dissolved in CH2Cl2 (6 mL) and 2-benzenesulfonyl-3-phenyl-oxaziridine (155 mg, 0.6 mmol) was added. The reaction mixture was stirred at room temperature for 18 hours then the solvent was removed under reduced pressure and the remaining residue was purified by prepative TLC (50% ethyl acetate/hexane). The more polar, product-containing, reaction was extracted int... Starting materials: CC1=CC=C(C=N1)CC=1C(NC(=NC1)SC)=O (5-(6-methyl-3-pyridinylmethyl)-2-methylthio-4(3H)-pyrimidinone), NCC(COC1=CC(=CC=C1)CN1CCCCC1)O (1-amino-3-[3-[1-piperidinylmethyl]phenoxy]-2-propanol), NCC(COC1=CC(=CC=C1)CN1CCCCC1)O (1-amino-3-[3-[1-piperidinylmethyl]phenoxy]-2-propanol), C(C)OCC (diethyl ether). Solvent: C(Cl)(Cl)Cl (chloroform). Reaction conditions: time 2.5 hour. Product: OC(CNC1=NC=C(C(N1)=O)CC=1C=NC(=CC1)C)COC1=CC(=CC=C1)CN1CCCCC1 (2-[[2-Hydroxy-3-[3-(1-piperidinylmethyl)phenoxy]propyl]amino]-5-[(6-methyl-3-pyridinyl)methyl]-4-(3H)-pyrimidinone). The yield is 38.9%. RXN SMILES: [CH3:1][C:2]1[N:7]=[CH:6][C:5]([CH2:8][C:9]2[C:10](=[O:17])[NH:11][C:12](SC)=[N:13][CH:14]=2)=[CH:4][CH:3]=1.[NH2:18][CH2:19][CH:20]([OH:36])[CH2:21][O:22][C:23]1[CH:28]=[CH:27][CH:26]=[C:25]([CH2:29][N:30]2[CH2:35][CH2:34][CH2:33][CH2:32][CH2:31]2)[CH:24]=1.C(OCC)C>C(Cl)(Cl)Cl>[OH:36][CH:20]([CH2:21][O:22][C:23]1[CH:28]=[CH:27][CH:26]=[C:25]([CH2:29][N:30]2[CH2:35][CH2:34][CH2:33][CH2:32][CH2:31]2)[CH:24]=1)[CH2:19][NH:18][C:12]1[NH:11][C:10](=[O:17])[C:9]([CH2:8][C:5]2[CH:6]=[N:7][C:2]([CH3:1])=[CH:3][CH:4]=2)=[CH:14][N:13]=1. Procedure details: A mixture of 5-(6-methyl-3-pyridinylmethyl)-2-methylthio-4(3H)-pyrimidinone (1.24 g) and 1-amino-3-[3-[1-piperidinylmethyl]phenoxy]-2-propanol (Compound A) (1.32 g) was heated at 120° for 1.5 h and then at 130°-140° for 2.5 h. The resulting brown glass was dissolved in chloroform (25 ml) and added to stirred dry diethyl ether (250 ml) to precipitate a white solid (1.5 g). This solid was recrystallised from ethyl acetate to give the title compound (0.9 g) as a white solid, m.p. 115°-117°. The reactants are C(C)(=O)C=1O[C@@H]([C@H]([C@@H](C1)O)O)CO (acetyl glucal), C[O-].[Na+] (sodium methoxide), CO (MeOH), CO (MeOH), N1C=NC=C1 (imidazole), [Si](C)(C)(C(C)(C)C)Cl (tert-butyldimethylsilyl chloride). Conditions: time 30 minute. The product is O=C[C@H](O)[C@@H](O)[C@H](O)[C@H](O)CO (D-glucose). As a reaction SMILES: C(C1[O:5][C@H:6]([CH2:12][OH:13])[C@@H:7]([OH:11])[C@H:8]([OH:10])C=1)(=O)C.[CH3:14][O-:15].[Na+].N1C=CN=C1.[Si](Cl)(C(C)(C)C)(C)C.[CH3:30][OH:31]>>[O:15]=[CH:14][C@@H:30]([C@H:12]([C@@H:6]([C@@H:7]([CH2:8][OH:10])[OH:11])[OH:5])[OH:13])[OH:31] |f:1.2|. Reported procedure: To a solution of the crude acetyl glucal 3 (12.5 g, 45.9 mmol) in dry MeOH (150 mL) was added a solution of sodium methoxide (NaOMe, 4.59 mmol) in dry MeOH (1 mL) at room temperature. The reaction mixture was stirred for 30 min and evaporated to dryness. The residue was dissolved in dry N,N-dimethylformamide (DMF, 150 mL) at 0° C. and to this solution was added imidazole (9.4 g, 137.7 mmol) and tert-butyldimethylsilyl chloride (10.4 g, 68.9 mmol). The reaction mixture was stirred for 3 h at room... Reactants: ClCCCOC1=C2C=C(NC2=CC=C1)C (4-(3-Chloro-propoxy)-2-methyl-1H-indole), C1=C(C=CC2=CC=CC=C12)N1[C@H]2C\C=C/C[C@@H](C1)NC2 (Z-(1S,6S)-7-naphthalen-2-yl-7,9-diaza-bicyclo[4.2.2]dec-3-ene), C(=O)([O-])[O-].[K+].[K+] (K2CO3), C(C)#N (acetonitrile). The solvent is O (water), C(C)(=O)OCC (ethyl acetate). The product is CC=1NC2=CC=CC(=C2C1)OCCCN1C2CC=CCC(C1)N(C2)C2=CC1=CC=CC=C1C=C2 (7-[3-(2-Methyl-1H-indol-4-yloxy)-propyl]-9-naphthalen-2-yl-7,9-diaza-bicyclo[4.2.2]dec-3-ene). Reaction SMILES: Cl[CH2:2][CH2:3][CH2:4][O:5][C:6]1[CH:14]=[CH:13][CH:12]=[C:11]2[C:7]=1[CH:8]=[C:9]([CH3:15])[NH:10]2.[CH:16]1[C:25]2[C:20](=[CH:21][CH:22]=[CH:23][CH:24]=2)[CH:19]=[CH:18][C:17]=1[N:26]1[CH2:33][C@H:32]2[NH:34][CH2:35][C@@H:27]1[CH2:28][CH:29]=[CH:30][CH2:31]2.C([O-])([O-])=O.[K+].[K+].C(#N)C>O.C(OCC)(=O)C>[CH3:15][C:9]1[NH:10][C:11]2[C:7]([CH:8]=1)=[C:6]([O:5][CH2:4][CH2:3][CH2:2][N:34]1[CH2:35][CH:27]3[N:26]([C:17]4[CH:18]=[CH:19][C:20]5[C:25](=[CH:24][CH:23]=[CH:22][CH:21]=5)[CH:16]=4)[CH2:33][CH:32]1[CH2:31][CH:30]=[CH:29][CH2:28]3)[CH:14]=[CH:13][CH:12]=2 |f:2.3.4|. Procedure: 4-(3-Chloro-propoxy)-2-methyl-1H-indole (0.16 g, 0.72 mmol), Z-(1S,6S)-7-naphthalen-2-yl-7,9-diaza-bicyclo[4.2.2]dec-3-ene (0.1 g, 0.38 mmol), K2CO3 (72 mg, 0.52 mmol), acetonitrile (30 mL) were placed in a round bottom flask and refluxed overnight. To the reaction mixture were then added ethyl acetate (100 mL) and water (100 mL) and the resulting mixture stirred for 30 minutes. The organic layer was separated and dried with magnesium sulfate, filtered and the solvent evaporated under reduced pr... Reactants: NC=1C=C(C(=O)O)C=CC1C(F)(F)F (3-Amino-4-trifluoromethyl-benzoic acid), solution, C[Si](C)(C)C=[N+]=[N-] (trimethylsilyldiazomethane), C(C)OCC (diethyl ether), CO (methanol), solution, C[Si](C)(C)C=[N+]=[N-] (trimethylsilyldiazomethane). The solvent is CCCCCC (hexane), CCCCCC (hexane). Reaction conditions: time 1 hour. Yields the product COC(C1=CC(=C(C=C1)C(F)(F)F)N)=O (3-Amino-4-trifluoromethyl-benzoic acid methyl ester). As a reaction SMILES: [NH2:1][C:2]1[CH:3]=[C:4]([CH:8]=[CH:9][C:10]=1[C:11]([F:14])([F:13])[F:12])[C:5]([OH:7])=[O:6].[CH2:15](OCC)C.CO.C[Si](C=[N+]=[N-])(C)C>CCCCCC>[CH3:15][O:6][C:5](=[O:7])[C:4]1[CH:8]=[CH:9][C:10]([C:11]([F:12])([F:13])[F:14])=[C:2]([NH2:1])[CH:3]=1. Procedure: 2.5 g of 3-Amino-4-trifluoromethyl-benzoic acid were dissolved using 50 ml of diethyl ether and 25 ml of methanol. Then, 6.1 ml of a 2M solution of trimethylsilyldiazomethane in hexane were added at 10-20° C. The reaction mixture was stirred at room temperature for 1 h. Then, 6.1 ml of a 2M solution of trimethylsilyldiazomethane in hexane were added at 10-20° C. The reaction mixture was stirred at room temperature for 1 h. The reaction mixture was then evaporated. Chromatography on silica gel us...